From a dataset of the Open Reaction Database (ORD), a public repository of structured organic reaction records. describe an organic reaction: reactants, conditions, products, and yield The reactants are ClC1=CC=C(OC2C(C2C(=O)O)(C)C)C=C1 (3-(4-chlorophenoxy)-2,2-dimethylcyclopropanecarboxylic acid), C([O-])([O-])=O.[K+].[K+] (potassium carbonate), CN(P(N(C)C)(N(C)C)=O)C (hexamethylphosphoric triamide), C(C1=CC=CC=C1)C1=CC(=CO1)CBr (5-benzyl-3-furylmethyl bromide). Solvent: C1CCOC1 (THF). Yields the product ClC1=CC=C(OC2C(C2C(=O)OCC2=COC(=C2)CC2=CC=CC=C2)(C)C)C=C1 (5-benzyl-3-furylmethyl 3-(4-chlorophenoxy)-2,2-dimethylcyclopropanecarboxylate). RXN SMILES: [Cl:1][C:2]1[CH:16]=[CH:15][C:5]([O:6][CH:7]2[CH:9]([C:10]([OH:12])=[O:11])[C:8]2([CH3:14])[CH3:13])=[CH:4][CH:3]=1.C(=O)([O-])[O-].[K+].[K+].CN(C)P(=O)(N(C)C)N(C)C.[CH2:34]([C:41]1[O:45][CH:44]=[C:43]([CH2:46]Br)[CH:42]=1)[C:35]1[CH:40]=[CH:39][CH:38]=[CH:37][CH:36]=1>C1COCC1>[Cl:1][C:2]1[CH:3]=[CH:4][C:5]([O:6][CH:7]2[CH:9]([C:10]([O:12][CH2:46][C:43]3[CH:42]=[C:41]([CH2:34][C:35]4[CH:40]=[CH:39][CH:38]=[CH:37][CH:36]=4)[O:45][CH:44]=3)=[O:11])[C:8]2([CH3:13])[CH3:14])=[CH:15][CH:16]=1 |f:1.2.3|. Procedure: To a mixture of 3-(4-chlorophenoxy)-2,2-dimethylcyclopropanecarboxylic acid (2.77 mmol) (as prepared in, for example, Example 1 or 2), potassium carbonate (3.25 mmol) and hexamethylphosphoric triamide (HMPT) (3 ml), with stirring and under nitrogen, at RT, is added 5-benzyl-3-furylmethyl bromide (2.77 mmol) in THF. The reaction is stirred at RT for about 48 hr and then worked up by partition between water/ether. The organic phase is washed with water and brine, dried over potassium carbonate, fi... Reactants: solution, C(C)(C)[Li] (isopropyl lithium), C(C)C1=C(C(=CC=C1)OC)\C=N\C(C(C)C)C(C)C ((E)-[1-(2-ethyl-6-methoxy-phenyl)-methylidene]-(1-isopropyl-2-methyl-propyl)-amine). Run in CCCCC (pentane), C1CCOC1 (THF). Reaction conditions: temperature -20 celsius, time 30 minute. Yields the product C(C)C1=C(C(=CC=C1)C(C)C)\C=N\C(C(C)C)C(C)C ((E)-[1-(2-ethyl-6-isopropyl-phenyl)-methylidene]-(1-isopropyl-2-methyl-propyl)-amine). Reaction SMILES: [CH2:1]([C:3]1[CH:8]=[CH:7][CH:6]=[C:5](OC)[C:4]=1/[CH:11]=[N:12]/[CH:13]([CH:17]([CH3:19])[CH3:18])[CH:14]([CH3:16])[CH3:15])[CH3:2].[CH:20]([Li])([CH3:22])[CH3:21]>C1COCC1.CCCCC>[CH2:1]([C:3]1[CH:8]=[CH:7][CH:6]=[C:5]([CH:20]([CH3:22])[CH3:21])[C:4]=1/[CH:11]=[N:12]/[CH:13]([CH:17]([CH3:19])[CH3:18])[CH:14]([CH3:16])[CH3:15])[CH3:2]. Reported procedure: To a solution of 0.8 g (3.1 mmol) (E)-[1-(2-ethyl-6-methoxy-phenyl)-methylidene]-(1-isopropyl-2-methyl-propyl)-amine (Example 3 a)) in 3 ml dry THF cooled to −20° C. were added 9.62 ml of a 0.7M solution of isopropyl lithium in pentane drop-wise to keep temperature below 0° C. Then the mixture was stirred at −20° C. for further 30 min and the reaction quenched by addition of water. The aqueous phase was extracted with ethyl acetate, the combined extracts washed with brine, dried over Na2SO4, fil... Reactants: COC=1C=C2C(=CC=NC2=CC1)O (6-methoxy-quinolin-4-ol), P(=O)(Br)(Br)Br (phosphorus oxybromide), C([O-])(O)=O.[Na+] (sodium bicarbonate). The solvent is C(Cl)(Cl)Cl (chloroform). The product is BrC1=CC=NC2=CC=C(C=C12)OC (4-Bromo-6-methoxy-quinoline). Yield: 50.0%. As a reaction SMILES: [CH3:1][O:2][C:3]1[CH:4]=[C:5]2[C:10](=[CH:11][CH:12]=1)[N:9]=[CH:8][CH:7]=[C:6]2O.P(Br)(Br)([Br:16])=O.C(=O)(O)[O-].[Na+]>C(Cl)(Cl)Cl>[Br:16][C:6]1[C:5]2[C:10](=[CH:11][CH:12]=[C:3]([O:2][CH3:1])[CH:4]=2)[N:9]=[CH:8][CH:7]=1 |f:2.3|. Procedure: This was prepared by heating 6-methoxy-quinolin-4-ol (1 g) and phosphorus oxybromide (5 g) in chloroform (40 ml) under reflux for 18 hours. The mixture was cooled, basified with sodium bicarbonate, extracted with 5% methanol-chloroform, and dried (sodium sulfate). The product was chromatographed on silica gel (2-5% methanol-dichloromethane) to afford a solid (0.68 g). The reactants are crude product, resultant mixture, C(C)N1CCN(CC1)C1CN(C1)C1=C(C=CC(=N1)CO)F ((6-(3-(4-ethylpiperazin-1-yl)azetidin-1-yl)-5-fluoropyridin-2-yl)methanol), CC(=O)OI1(C=2C=CC=CC2C(=O)O1)(OC(=O)C)OC(=O)C (Dess-Martin periodinane), S(=S)(=O)([O-])[O-].[Na+].[Na+] (sodium thiosulfate), C(O)([O-])=O.[Na+] (sodium hydrogen carbonate). Run in ClCCl (dichloromethane). Product: C(C)N1CCN(CC1)C1CN(C1)C1=C(C=CC(=N1)C=O)F (6-(3-(4-Ethylpiperazin-1-yl)azetidin-1-yl)-5-fluoropyridine-2-carbaldehyde). RXN SMILES: [CH2:1]([N:3]1[CH2:8][CH2:7][N:6]([CH:9]2[CH2:12][N:11]([C:13]3[N:18]=[C:17]([CH2:19][OH:20])[CH:16]=[CH:15][C:14]=3[F:21])[CH2:10]2)[CH2:5][CH2:4]1)[CH3:2].CC(OI1(OC(C)=O)(OC(C)=O)OC(=O)C2C=CC=CC1=2)=O.S([O-])([O-])(=O)=S.[Na+].[Na+].C(=O)([O-])O.[Na+]>ClCCl>[CH2:1]([N:3]1[CH2:4][CH2:5][N:6]([CH:9]2[CH2:12][N:11]([C:13]3[N:18]=[C:17]([CH:19]=[O:20])[CH:16]=[CH:15][C:14]=3[F:21])[CH2:10]2)[CH2:7][CH2:8]1)[CH3:2] |f:2.3.4,5.6|. Procedure: To a mixed solution of the crude product (402 mg) of (6-(3-(4-ethylpiperazin-1-yl)azetidin-1-yl)-5-fluoropyridin-2-yl)methanol described in Production Example 7-1 and dichloromethane (10.0 mL) was added Dess-Martin periodinane (787 mg, 1.86 mmol) at room temperature. The resultant mixture was stirred at room temperature for 2 hours. A saturated aqueous sodium thiosulfate solution and a saturated aqueous sodium hydrogen carbonate solution were added to the reaction mixture, and the resultant solu... Starting materials: N([C@@H](CCCNC(NS(=O)(=O)C1=CC=C(C)C=C1)=N)C(=O)O)C(=O)OC(C)(C)C.S1C=NC=C1 (Boc—Arg(Tos) Thiazole), C(=O)(C(F)(F)F)O (TFA). Solvent: C(Cl)Cl (CH2Cl2). Run at temperature 0 celsius, time 2 hour. The product is N[C@@H](CCCNC(NS(=O)(=O)C1=CC=C(C)C=C1)=N)C(=O)O.S1C=NC=C1 (H—Arg(Tos) Thiazole). As a reaction SMILES: [NH:1](C(OC(C)(C)C)=O)[C@H:2]([C:20]([OH:22])=[O:21])[CH2:3][CH2:4][CH2:5][NH:6][C:7](=[NH:19])[NH:8][S:9]([C:12]1[CH:18]=[CH:17][C:15]([CH3:16])=[CH:14][CH:13]=1)(=[O:11])=[O:10].[S:30]1[CH:34]=[CH:33][N:32]=[CH:31]1.C(O)(C(F)(F)F)=O>C(Cl)Cl>[NH2:1][C@H:2]([C:20]([OH:22])=[O:21])[CH2:3][CH2:4][CH2:5][NH:6][C:7](=[NH:19])[NH:8][S:9]([C:12]1[CH:18]=[CH:17][C:15]([CH3:16])=[CH:14][CH:13]=1)(=[O:11])=[O:10].[S:30]1[CH:34]=[CH:33][N:32]=[CH:31]1 |f:0.1,4.5|. Procedure details: To a solution of Boc—Arg(Tos)—Thiazole (300 mg, 0.6 mmol) in CH2Cl2 (10 mL) at 0° C. was added TFA (10 mL). The solution was stirred at 0° C. for 2 h. The solvent and excess TFA were evaporated to an oily residue which was used directly without further purification in Example 6. Starting materials: C(CCC)S (butane-1-thiol), [N+](=O)([O-])C1=C(C#N)C(=CC=C1)[N+](=O)[O-] (2,6-dinitrobenzonitrile). The product is [N+](=O)([O-])C1=C(C#N)C(=CC=C1)SCCCC (2-nitro-6-(butylthio)benzonitrile). Isolated yield 90.0%. RXN SMILES: [CH2:1]([SH:5])[CH2:2][CH2:3][CH3:4].[N+]([C:9]1[CH:16]=[CH:15][CH:14]=[C:13]([N+:17]([O-:19])=[O:18])[C:10]=1[C:11]#[N:12])([O-])=O>>[N+:17]([C:13]1[CH:14]=[CH:15][CH:16]=[C:9]([S:5][CH2:1][CH2:2][CH2:3][CH3:4])[C:10]=1[C:11]#[N:12])([O-:19])=[O:18]. Procedure details: Prepared as in Example 215c from butane-1-thiol and 2,6-dinitrobenzonitrile in 90% yield. 1H NMR (400 MHz, CDCl3) δ 0.97 (t, J=7.2 Hz, 3H), 1.42-1.55 (m, 2H), 1.70-1.77 (m, 2H), 3.09 (t, J=7.2 Hz, 2H), 7.63-7.69 (m, 2H), 7.99-8.01 (m, 1H). The reactants are COC=1C(=C2C(NC=NC2=CC1OC)=O)[N+](=O)[O-] (6,7-Dimethoxy-5-nitro-3H-quinazolin-4-one), ClC=1C=C(N)C=CC1 (3-chloroaniline). Reagents/catalysts: CN(C)C=O (DMF). Run in O=S(Cl)Cl (SOCl2). Reaction conditions: temperature 90 celsius, time 3 hour. Yields the product ClC=1C=C(C=CC1)NC1=NC=NC2=CC(=C(C(=C12)[N+](=O)[O-])OC)OC ((3-chloro-phenyl)-(6,7-dimethoxy-5-nitro-quinazolin-4-yl)-amine). As a reaction SMILES: [CH3:1][O:2][C:3]1[C:4]([N+:16]([O-:18])=[O:17])=[C:5]2[C:10](=[CH:11][C:12]=1[O:13][CH3:14])[N:9]=[CH:8][NH:7][C:6]2=O.[Cl:19][C:20]1[CH:21]=[C:22]([CH:24]=[CH:25][CH:26]=1)[NH2:23]>O=S(Cl)Cl.CN(C=O)C>[Cl:19][C:20]1[CH:21]=[C:22]([NH:23][C:6]2[C:5]3[C:10](=[CH:11][C:12]([O:13][CH3:14])=[C:3]([O:2][CH3:1])[C:4]=3[N+:16]([O-:18])=[O:17])[N:9]=[CH:8][N:7]=2)[CH:24]=[CH:25][CH:26]=1. Reported procedure: A solution of 6,7-dimethoxy-5-nitro-3H-quinazolin-4-one (0.5 g, 1.99 mmol) (from Example 1, Step A, supra) in SOCl2 (20 mL) (Aldrich) and a few drops of DMF (0.05 mL) was heated with stirring at 90° C. for 3 hours. The solvents were then evaporated and the residue was dried in vacuo. The residue was dissolved in 2-propanol (30 mL), then 3-chloroaniline (0.25 g, 1.99 mmol) (Aldrich) was added. The reaction mixture was heated at 110° C. for 3 hours. The solvents were removed and the residue was pu... The reactants are O=C([O-])[O-], CN(C)C=O, CS(=O)(=O)OCCCOc1c(Cl)cc(OCC=C(Cl)Cl)cc1Cl, [K+], [K+], Oc1ccc(I)cc1. As a reaction SMILES: [C:32](=[O:33])([O-:34])[O-:35].[CH3:38][N:39]([CH3:40])[CH:41]=[O:42].[Cl:1][c:2]1[c:3]([O:4][CH2:5][CH2:6][CH2:7][O:8][S:9]([CH3:10])(=[O:11])=[O:12])[c:13]([Cl:23])[cH:14][c:15]([O:17][CH2:18][CH:19]=[C:20]([Cl:21])[Cl:22])[cH:16]1.[K+:36].[K+:37].[OH:24][c:25]1[cH:26][cH:27][c:28]([I:29])[cH:30][cH:31]1>>[Cl:1][c:2]1[c:3]([O:4][CH2:5][CH2:6][CH2:7][O:8][c:25]2[cH:26][cH:27][c:28]([I:29])[cH:30][cH:31]2)[c:13]([Cl:23])[cH:14][c:15]([O:17][CH2:18][CH:19]=[C:20]([Cl:21])[Cl:22])[cH:16]1. Yields the product ClC(Cl)=CCOc1cc(Cl)c(OCCCOc2ccc(I)cc2)c(Cl)c1. Reactants: C(N)(=O)C1=NC=C(N=C1)C (2-carbamoyl-5-methylpyrazine), C(C)(=O)O (acetic acid). Solvent: OO (hydrogen peroxide). Run at temperature 70 celsius, time 7 hour. Product: C(N)(=O)C1=NC=C([N+](=C1)[O-])C (2-carbamoyl-5-methylpyrazine 4-oxide). Reaction SMILES: [C:1]([C:4]1[CH:9]=[N:8][C:7]([CH3:10])=[CH:6][N:5]=1)(=[O:3])[NH2:2].C(O)(=[O:13])C>OO>[C:1]([C:4]1[CH:9]=[N+:8]([O-:13])[C:7]([CH3:10])=[CH:6][N:5]=1)(=[O:3])[NH2:2]. Procedure details: 2-Carboxy-5-methylpyrazine (9.7 g) in dry dioxan (114 ml) and tributylamine (17.7 ml) was treated with ethyl chloroformate (7.5 ml), keeping the temperature at 0°-5° C. After ten minutes, dioxan (190 ml) saturated with ammonia was added. The mixture was stirred for 3 hours at room temperature, then dioxan was distilled off, and the residue was taken up in saturated aqueous sodium bicarbonate (20 ml). The mixture was filtered and the product washed with water to give 2-carbamoyl-5-methylpyrazine ... Starting materials: C1CCOC1, COC(=O)C1CCCC(C(=O)O)C1. Product: COC(=O)C1CCCC(CO)C1. Reaction SMILES: [CH2:14]1[O:15][CH2:16][CH2:17][CH2:18]1.[CH3:1][O:2][C:3](=[O:4])[CH:5]1[CH2:6][CH:7]([C:11](=[O:12])[OH:13])[CH2:8][CH2:9][CH2:10]1>>[CH3:1][O:2][C:3](=[O:4])[CH:5]1[CH2:6][CH:7]([CH2:11][OH:12])[CH2:8][CH2:9][CH2:10]1.